From a dataset of the Open Reaction Database (ORD), a public repository of structured organic reaction records. describe an organic reaction: reactants, conditions, products, and yield The reactants are [N+](=O)([O-])[O-].[K+] (potassium nitrate), O1CC=CC2=C1C=CC=C2 (benzopyran), O1C(=CC(C2=CC=CC=C12)=O)C(=O)OCC (ethyl chromone-2-carboxylate), [N+](=O)([O-])[O-].[K+] (potassium nitrate). Solvent: S(O)(O)(=O)=O (sulfuric acid), S(O)(O)(=O)=O (sulfuric acid). Conditions: temperature 0 celsius, time 1 hour. Product: [N+](=O)([O-])C=1C=C2C(C=C(OC2=CC1)C(=O)OCC)=O (ethyl 6-nitrochromone-2-carboxylate). Yield: 90.0%. Reaction SMILES: [O:1]1[C:10]2[C:5](=[CH:6][CH:7]=[CH:8][CH:9]=2)[C:4](=[O:11])[CH:3]=[C:2]1[C:12]([O:14][CH2:15][CH3:16])=[O:13].[N+:17]([O-])([O-:19])=[O:18].[K+].O1C2C=CC=CC=2C=CC1>S(=O)(=O)(O)O>[N+:17]([C:7]1[CH:6]=[C:5]2[C:10](=[CH:9][CH:8]=1)[O:1][C:2]([C:12]([O:14][CH2:15][CH3:16])=[O:13])=[CH:3][C:4]2=[O:11])([O-:19])=[O:18] |f:1.2|. Procedure details: To a solution of ethyl chromone-2-carboxylate (Example 16) in about 3 mL of sulfuric acid cooled to −10° C. is added about 1 mL potassium nitrate in sulfuric acid. The molar ratio of potassium nitrate to the benzopyran is slightly greater than 1:1. The reaction mixture is stirred at 0° C. for 1 h, the ice bath removed, and the reaction stirred at room temperature until the reaction is complete by HPLC (<3% benzopyran): about 4-6 h. The nitrated benzopyran precipitates as the reaction progresses.... The reactants are [Cr](=O)(=O)([O-])Cl.[NH+]1=CC=CC=C1 (pyridinium chlorochromate), OC1CCN(CC1)C=1SC2=C(C(N1)=O)C=CC=N2 (2-(4-hydroxypiperidino)-4H-pyrido[3,2-e]-1,3-thiazin-4-one), OC1CCN(CC1)C=1SC2=C(C(N1)=O)C=CC=N2 (2-(4-hydroxypiperidino)-4H-pyrido[3,2-e]-1,3-thiazin-4-one), ( 3A ). The solvent is C(Cl)Cl (methylene chloride). Conditions: time 1.5 hour. Yields the product O=C1CCN(CC1)C=1SC2=C(C(N1)=O)C=CC=N2 (2-(4-oxo-1-piperidinyl)-4H-pyrido[3,2-e]-1,3-thiazin-4-one). The yield is 60.5%. Reaction SMILES: [OH:1][CH:2]1[CH2:7][CH2:6][N:5]([C:8]2[S:9][C:10]3[N:18]=[CH:17][CH:16]=[CH:15][C:11]=3[C:12](=[O:14])[N:13]=2)[CH2:4][CH2:3]1.[Cr](Cl)([O-])(=O)=O.[NH+]1C=CC=CC=1>C(Cl)Cl>[O:1]=[C:2]1[CH2:7][CH2:6][N:5]([C:8]2[S:9][C:10]3[N:18]=[CH:17][CH:16]=[CH:15][C:11]=3[C:12](=[O:14])[N:13]=2)[CH2:4][CH2:3]1 |f:1.2|. Reported procedure: 120 mg of 2-(4-hydroxypiperidino)-4H-pyrido[3,2-e]-1,3-thiazin-4-one (compound of Example 108), 250 mg of crushed molecular sieve (3A) and 7.2 ml of methylene chloride were mixed. To the mixture was then added 196 mg of pyridinium chlorochromate (PCC). The mixture was then stirred at room temperature for 1.5 hours. The reaction mixture was immediately filtered through 10 g of a silica gel layer, and then eluted with a 50:1:0.1 mixture of chloroform, methanol and aqueous ammonia. The resulting fi... Starting materials: FC(F)(F)c1ccc(Br)cc1, CCOC(=O)C(CC(C)C)c1cc(-c2ccc(C(F)(F)F)cc2)cc(C2CCNCC2)c1, CC(C)(C)[O-], Cc1ccccc1, [Na+], O=C(C=Cc1ccccc1)C=Cc1ccccc1, O=C(C=Cc1ccccc1)C=Cc1ccccc1, O=C(C=Cc1ccccc1)C=Cc1ccccc1, [Pd], [Pd]. Product: CCOC(=O)C(CC(C)C)c1cc(-c2ccc(C(F)(F)F)cc2)cc(C2CCN(c3ccc(C(F)(F)F)cc3)CC2)c1. Reaction SMILES: [Br:33][c:34]1[cH:35][cH:36][c:37]([C:40]([F:41])([F:42])[F:43])[cH:38][cH:39]1.[CH2:1]([CH3:2])[O:3][C:4]([CH:5]([CH2:6][CH:7]([CH3:8])[CH3:9])[c:10]1[cH:11][c:12](-[c:22]2[cH:23][cH:24][c:25]([C:28]([F:29])([F:30])[F:31])[cH:26][cH:27]2)[cH:13][c:14]([CH:16]2[CH2:17][CH2:18][NH:19][CH2:20][CH2:21]2)[cH:15]1)=[O:32].[CH3:44][C:45]([CH3:46])([O-:47])[CH3:48].[CH3:50][c:51]1[cH:52][cH:53][cH:54][cH:55][cH:56]1.[Na+:49].[O:59]=[C:60]([CH:61]=[CH:62][c:63]1[cH:64][cH:65][cH:66][cH:67][cH:68]1)[CH:69]=[CH:70][c:71]1[cH:72][cH:73][cH:74][cH:75][cH:76]1.[O:77]=[C:78]([CH:79]=[CH:80][c:81]1[cH:82][cH:83][cH:84][cH:85][cH:86]1)[CH:87]=[CH:88][c:89]1[cH:90][cH:91][cH:92][cH:93][cH:94]1.[O:95]=[C:96]([CH:97]=[CH:98][c:99]1[cH:100][cH:101][cH:102][cH:103][cH:104]1)[CH:105]=[CH:106][c:107]1[cH:108][cH:109][cH:110][cH:111][cH:112]1.[Pd:57].[Pd:58]>>[CH2:1]([CH3:2])[O:3][C:4]([CH:5]([CH2:6][CH:7]([CH3:8])[CH3:9])[c:10]1[cH:11][c:12](-[c:22]2[cH:23][cH:24][c:25]([C:28]([F:29])([F:30])[F:31])[cH:26][cH:27]2)[cH:13][c:14]([CH:16]2[CH2:17][CH2:18][N:19]([c:34]3[cH:35][cH:36][c:37]([C:40]([F:41])([F:42])[F:43])[cH:38][cH:39]3)[CH2:20][CH2:21]2)[cH:15]1)=[O:32].